Dataset: the Open Reaction Database (ORD), a public repository of structured organic reaction records. Task: describe an organic reaction: reactants, conditions, products, and yield The reactants are CN (methylamine), O=C1C(=COC(=C1)C)OCC(=O)O (2-(4-oxo-6-methyl-4H-pyran-3-yloxy)acetic acid). The solvent is O (water). Reaction conditions: time 3 hour. The product is CN1C=C(C(C=C1C)=O)OCC(=O)O (2-(1,6-dimethyl-4-oxo-1,4-dihydropyridin-3-yloxy)acetic acid). RXN SMILES: [CH3:1][NH2:2].[O:3]=[C:4]1[CH:9]=[C:8]([CH3:10])O[CH:6]=[C:5]1[O:11][CH2:12][C:13]([OH:15])=[O:14]>O>[CH3:1][N:2]1[C:8]([CH3:10])=[CH:9][C:4](=[O:3])[C:5]([O:11][CH2:12][C:13]([OH:15])=[O:14])=[CH:6]1. Procedure: To a stirred solution of 40% aqueous methylamine (9.0 ml) and water (9.0 ml) was added 2-(4-oxo-6-methyl-4H-pyran-3-yloxy)acetic acid (6.0 g) in small portions at room temperature. The mixture was stirred at the same temperature for 3 hours and concentrated. To the residue was added water (5 ml) and the mixture was adjusted to pH 3. The resulting precipitates were collected and washed with water to give crystals of 2-(1,6-dimethyl-4-oxo-1,4-dihydropyridin-3-yloxy)acetic acid (1.53 g), mp 240° to... Reactants: CN1CCN(CC1)CC1=CC=C(C(=O)NC2=CC(=C(C=C2)C)NC2=NC=CC(=N2)C=2C=NC=CC2)C=C1 (4-[(4-Methyl-1-piperazinyl)methyl]-N-[4-methyl-3-[[4-(3-pyridinyl)-2-pyrimidinyl]amino]phenyl]-benzamide), C(C1=CC=CC=C1)(=O)O (benzoic acid). Run in C=1(C(=CC=CC1)C)C (xylene). Yields the product CN1CCN(CC1)CC1=CC=C(C(=O)NC2=CC(=C(C=C2)C)NC2=NC=CC(=N2)C=2C=NC=CC2)C=C1 (4-[(4-methyl-1-piperazinyl)methyl]-N-[4-methyl-3-[[4-(3-pyridinyl)-2-pyrimidinyl]amino]phenyl]-benzamide), C(C1=CC=CC=C1)(=O)[O-] (benzoate). As a reaction SMILES: [CH3:1][N:2]1[CH2:7][CH2:6][N:5]([CH2:8][C:9]2[CH:37]=[CH:36][C:12]([C:13]([NH:15][C:16]3[CH:21]=[CH:20][C:19]([CH3:22])=[C:18]([NH:23][C:24]4[N:29]=[C:28]([C:30]5[CH:31]=[N:32][CH:33]=[CH:34][CH:35]=5)[CH:27]=[CH:26][N:25]=4)[CH:17]=3)=[O:14])=[CH:11][CH:10]=2)[CH2:4][CH2:3]1.[C:38]([OH:46])(=[O:45])[C:39]1[CH:44]=[CH:43][CH:42]=[CH:41][CH:40]=1>C1(C)C(C)=CC=CC=1>[CH3:1][N:2]1[CH2:7][CH2:6][N:5]([CH2:8][C:9]2[CH:10]=[CH:11][C:12]([C:13]([NH:15][C:16]3[CH:21]=[CH:20][C:19]([CH3:22])=[C:18]([NH:23][C:24]4[N:29]=[C:28]([C:30]5[CH:31]=[N:32][CH:33]=[CH:34][CH:35]=5)[CH:27]=[CH:26][N:25]=4)[CH:17]=3)=[O:14])=[CH:36][CH:37]=2)[CH2:4][CH2:3]1.[C:38]([O-:46])(=[O:45])[C:39]1[CH:44]=[CH:43][CH:42]=[CH:41][CH:40]=1. Reported procedure: 4-[(4-Methyl-1-piperazinyl)methyl]-N-[4-methyl-3-[[4-(3-pyridinyl)-2-pyrimidinyl]amino]phenyl]-benzamide (4.94 g, 10 mmol) is added to a solution of benzoic acid (Fluka, Buchs, Switzerland; 1.22 g, 10 mmol) in xylene (50 mL). The mixture is heated and the resulting hot solution is filtered. Upon cooling, the product crystallizes and is filtered and dried to afford 4-[(4-methyl-1-piperazinyl)methyl]-N-[4-methyl-3-[[4-(3-pyridinyl)-2-pyrimidinyl]amino]phenyl]-benzamide, benzoate as a pale-brown cr... The solvent is C1CCOC1 (THF), C1CCOC1 (THF). RXN SMILES: Br[C:2]1[CH:11]=[CH:10][C:5]2[O:6][CH2:7][CH2:8][O:9][C:4]=2[C:3]=1[F:12].[Li]CCCC.CN([CH:21]=[O:22])C>C1COCC1>[F:12][C:3]1[C:4]2[O:9][CH2:8][CH2:7][O:6][C:5]=2[CH:10]=[CH:11][C:2]=1[CH:21]=[O:22]. The product is FC1=C(C=CC=2OCCOC21)C=O (5-Fluoro-2,3-dihydro-1,4-benzodioxin-6-carbaldehyde). The yield is 21.9%. Procedure: A solution of 6-bromo-5-fluoro-2,3-dihydro-1,4-benzodioxin (146 mg, 0.627 mmol) in THF (5 ml) at −78° C. was treated with n-BuLi (0.551 ml, 1.378 mmol) under a nitrogen atmosphere and stirred at −78° C. for 15 min before treatment with a solution of DMF (0.243 ml, 3.13 mmol) in THF) (2.00 ml). The reaction was stirred for 10 min at −78° C. and then the reaction was allowed warm to rt over 10 min and stirred at rt for 0.5 h. Reaction was treated with 2M HCl (20 ml) and extracted with ethyl acetat... Run at temperature -78 celsius, time 10 minute. The reactants are BrC1=C(C2=C(OCCO2)C=C1)F (6-bromo-5-fluoro-2,3-dihydro-1,4-benzodioxin), [Li]CCCC (n-BuLi), CN(C)C=O (DMF), HCl. The reactants are BrCC1=NN2C(N=C(C=C2O)C)=N1 (2-Bromomethyl-5-methyl[1.2.4]triazolo[1,5-a]pyrimidin-7-ol), [N-]=[N+]=[N-].[Na+] (sodium azide). The solvent is CN(C=O)C (dimethylformamide). Run at time 2.5 hour. Yields the product N(=[N+]=[N-])CC1=NN2C(N=C(C=C2O)C)=N1 (2-azidomethyl-5-methyl[1.2.4]-triazolo[1,5-a]pyrimidin-7-ol). Isolated yield 65.8%. Reaction SMILES: Br[CH2:2][C:3]1[N:13]=[C:6]2[N:7]=[C:8]([CH3:12])[CH:9]=[C:10]([OH:11])[N:5]2[N:4]=1.[N-:14]=[N+:15]=[N-:16].[Na+]>CN(C)C=O>[N:14]([CH2:2][C:3]1[N:13]=[C:6]2[N:7]=[C:8]([CH3:12])[CH:9]=[C:10]([OH:11])[N:5]2[N:4]=1)=[N+:15]=[N-:16] |f:1.2|. Procedure details: 2-Bromomethyl-5-methyl[1.2.4]triazolo[1,5-a]pyrimidin-7-ol (3.6 g) are dissolved in 50 ml of dimethylformamide, treated with 0.99 g of sodium azide and stirred at room temperature for 2.5 hours. The dimethylformamide is evaporated in a high vacuum at 40° C. and the residue is treated with 35 ml of water. The thus-obtained suspension is stirred in an ice bath for 45 minutes. A white precipitate is filtered off under suction, washed with a small amount of water and dried in a high vacuum. There ar... Starting materials: Cl.C1(=CC=CC=C1)C(CCCC=1N=C(SC1)C1CCNCC1)C (4-[4-(4-phenylpentyl)-1,3-thiazol-2-yl]piperidine hydrochloride), CC1=CC(=NN1CC(=O)O)C(F)(F)F ([5-methyl-3-(trifluoromethyl)-1H-pyrazol-1-yl]acetic acid). Yields the product CC1=CC(=NN1CC(=O)N1CCC(CC1)C=1SC=C(N1)CCCC(C)C1=CC=CC=C1)C(F)(F)F (2-[5-Methyl-3-(trifluoromethyl)-1H-pyrazol-1-yl]-1-{4-[4-(4-phenylpentyl)-1,3-thiazol-2-yl]piperidin-1-yl}ethanone). Reaction SMILES: Cl.[C:2]1([CH:8]([CH3:23])[CH2:9][CH2:10][CH2:11][C:12]2[N:13]=[C:14]([CH:17]3[CH2:22][CH2:21][NH:20][CH2:19][CH2:18]3)[S:15][CH:16]=2)[CH:7]=[CH:6][CH:5]=[CH:4][CH:3]=1.[CH3:24][C:25]1[N:29]([CH2:30][C:31](O)=[O:32])[N:28]=[C:27]([C:34]([F:37])([F:36])[F:35])[CH:26]=1>>[CH3:24][C:25]1[N:29]([CH2:30][C:31]([N:20]2[CH2:19][CH2:18][CH:17]([C:14]3[S:15][CH:16]=[C:12]([CH2:11][CH2:10][CH2:9][CH:8]([C:2]4[CH:7]=[CH:6][CH:5]=[CH:4][CH:3]=4)[CH3:23])[N:13]=3)[CH2:22][CH2:21]2)=[O:32])[N:28]=[C:27]([C:34]([F:36])([F:35])[F:37])[CH:26]=1 |f:0.1|. Procedure details: tert-Butyl 4-{4-[(1Z)-4-phenylpent-1-en-1-yl]-1,3-thiazol-2-yl}piperidine-1-carboxylate (IV-4, 1.00 g) is dissolved in methanol and, at 40° C., hydrogenated under an H2-pressure of 10 bar in the presence of Pd/C (10%) for 5 hours. Filtration and removal of the solvent under reduced pressure gives tert-butyl 4-[4-(4-phenylpentyl)-1,3-thiazol-2-yl]piperidine-1-carboxylate (1.00 g) as a colourless oil. This is deprotected analogously to Example II-2. This gives 850 mg of 4-[4-(4-phenylpentyl)-1,3-t... Starting materials: polyphosphoric acid, O=P12OP3(=O)OP(=O)(O1)OP(=O)(O2)O3 (P2O5), N(C1=CC=CC=C1)C1=C(C(=O)O)C=C(C(=C1)C(=O)O)NC1=CC=CC=C1 (2,5-dianilinoterephthalic acid), C1(=CC=C(C=C1)NC1=C(C(=O)O)C=C(C(=C1)C(=O)O)NC1=CC=C(C=C1)C)C (2,5-di(4-toluidino)terephthalic acid). Conditions: temperature 85 celsius. Yields the product C1=CC=C2C(=C1)C(=O)C3=CC4=C(C=C3N2)C(=O)C5=CC=CC=C5N4 (quinacridone). As a reaction SMILES: O=P12OP3(OP(OP(O3)(O1)=O)(=O)O2)=O.[NH:15]([C:22]1[CH:30]=[C:29]([C:31](O)=[O:32])[C:28]([NH:34][C:35]2[CH:40]=[CH:39][CH:38]=[CH:37][CH:36]=2)=[CH:27][C:23]=1[C:24](O)=[O:25])[C:16]1[CH:21]=[CH:20][CH:19]=[CH:18][CH:17]=1.C1(C)C=CC(NC2C=C(C(O)=O)C(NC3C=CC(C)=CC=3)=CC=2C(O)=O)=CC=1>>[CH:38]1[CH:39]=[C:40]2[C:31]([C:29]3[C:28]([NH:34][C:35]2=[CH:36][CH:37]=1)=[CH:27][C:23]1[C:24]([C:21]2[C:16]([NH:15][C:22]=1[CH:30]=3)=[CH:17][CH:18]=[CH:19][CH:20]=2)=[O:25])=[O:32]. Procedure details: 392 parts of polyphosphoric acid, containing 85.0% P2O5, are introduced into a pressure vessel. Then 70.5 parts of 2,5-dianilinoterephthalic acid and 7.8 parts of 2,5-di(4-toluidino)terephthalic acid are introduced with stirring at from 80 to 90° C. and the mixture is heated at 125° C. for 1 hour during which ring closure takes place to form the quinacridone. The reaction mixture is then introduced into a second pressure vessel where it is hydrolyzed under pressure and with stirring with a mixtu... The reactants are O (water), CNCC(=O)O (N-methylglycine), C=O (paraformaldehyde), C(\C=C/C(=O)OC)(=O)OC (dimethyl maleate). Solvent: C1=CC=CC=C1 (benzene). The product is COC(=O)[C@@H]1CN(C[C@@H]1C(=O)OC)C (1-methyl-cis-3,4-pyrrolidinedicarboxylic acid dimethyl ester). Yield: 36.9%. RXN SMILES: [CH3:1][NH:2][CH2:3]C(O)=O.[CH2:7]=O.[C:9]([O:17][CH3:18])(=[O:16])/[CH:10]=[CH:11]\[C:12]([O:14][CH3:15])=[O:13].O>C1C=CC=CC=1>[CH3:15][O:14][C:12]([C@H:11]1[C@@H:10]([C:9]([O:17][CH3:18])=[O:16])[CH2:7][N:2]([CH3:3])[CH2:1]1)=[O:13]. Procedure: A mixture of 89.0 gm (1.0 mole) N-methylglycine, 60.0 gm (2.0 mole) paraformaldehyde and 144 gm (1.0 mole) dimethyl maleate in 1 L of benzene were heated to reflux with constant water removal for about 5 hours. The reaction mixture was cooled to ambient and allowed to stand over night. The solution was decanted from the solid and the solid was washed with diethyl ether. The combined organic phases were extracted with 10% hydrochloric acid and then this aqueous phase was made basic with concentra... Reactants: CCBr, CN(C)C=O, [H-], [Na+], N#Cc1ccc2[nH]cc(C3CCC4(CC3)OCCO4)c2c1. Reaction SMILES: [CH2:24]([CH3:25])[Br:26].[CH3:27][N:28]([CH3:29])[CH:30]=[O:31].[H-:1].[Na+:2].[O:3]1[CH2:4][CH2:5][O:6][C:7]12[CH2:8][CH2:9][CH:10]([c:13]1[cH:14][nH:15][c:16]3[cH:17][cH:18][c:19]([C:22]#[N:23])[cH:20][c:21]13)[CH2:11][CH2:12]2>>[O:3]1[CH2:4][CH2:5][O:6][C:7]12[CH2:8][CH2:9][CH:10]([c:13]1[cH:14][n:15]([CH2:24][CH3:25])[c:16]3[cH:17][cH:18][c:19]([C:22]#[N:23])[cH:20][c:21]13)[CH2:11][CH2:12]2. The product is CCn1cc(C2CCC3(CC2)OCCO3)c2cc(C#N)ccc21.